From a dataset of the Open Reaction Database (ORD), a public repository of structured organic reaction records. describe an organic reaction: reactants, conditions, products, and yield The reactants are BrCCCCCC(=O)OC (methyl 6-bromohexanoate), [N-]=[N+]=[N-].[Na+] (NaN3), O (water). Solvent: CN(C)C=O (DMF). Reaction conditions: temperature 75 celsius, time 14 hour. The product is N(=[N+]=[N-])CCCCCC(=O)OC (Methyl 6-azidohexanoate). The yield is 95.0%. RXN SMILES: Br[CH2:2][CH2:3][CH2:4][CH2:5][CH2:6][C:7]([O:9][CH3:10])=[O:8].[N-:11]=[N+:12]=[N-:13].[Na+].O>CN(C=O)C>[N:11]([CH2:2][CH2:3][CH2:4][CH2:5][CH2:6][C:7]([O:9][CH3:10])=[O:8])=[N+:12]=[N-:13] |f:1.2|. Procedure: Methyl 6-azidohexanoate was synthesized via a modified literature procedure. A reaction mixture of methyl 6-bromohexanoate (6 g, 29 mmol) and NaN3 (9.4 g, 144 mmol) in 30 ml of DMF was stirred at 75° C. for 14 h under N2. After cooling down, the reaction mixture was poured into water. The product was extracted with hexane, washed with brine, and dried under MgSO4. Solvent was evaporated to give transparent liquid. Yield: 95%. The reactants are Cc1ccc(S(=O)(=O)OCC2Cc3c(F)ccc(-c4ccccc4)c3O2)cc1, Cl, [N-]=[N+]=[N-], [N-]=[N+]=[N-], [N-]=[N+]=NCC1Cc2c(F)ccc(-c3ccccc3)c2O1, [Na+]. Product: NCC1Cc2c(F)ccc(-c3ccccc3)c2O1. RXN SMILES: [CH3:1][c:2]1[cH:3][cH:4][c:5]([S:6]([O:7][CH2:8][CH:9]2[CH2:10][c:11]3[c:12]([F:13])[cH:14][cH:15][c:16](-[c:17]4[cH:18][cH:19][cH:20][cH:21][cH:22]4)[c:23]3[O:24]2)(=[O:25])=[O:26])[cH:27][cH:28]1.[ClH:56].[N-:30]=[N+:31]=[N-:32].[N-:53]=[N+:54]=[N-:55].[N:33](=[N+:34]=[N-:35])[CH2:36][CH:37]1[O:38][c:39]2[c:40]([c:42]([F:52])[cH:43][cH:44][c:45]2-[c:46]2[cH:47][cH:48][cH:49][cH:50][cH:51]2)[CH2:41]1.[Na+:29]>>[NH2:33][CH2:36][CH:37]1[O:38][c:39]2[c:40]([c:42]([F:52])[cH:43][cH:44][c:45]2-[c:46]2[cH:47][cH:48][cH:49][cH:50][cH:51]2)[CH2:41]1. Reactants: O[C@@H]1CN(C[C@H]1OC1=CC=CC=C1)C(=O)OCC(Cl)(Cl)Cl (trans-3-hydroxy-4-phenoxy-1-(β,β,β-trichloroethoxycarbonyl)-pyrrolidine). Reagents/catalysts: [Zn] (zinc). The solvent is C(C)(=O)O (acetic acid). Conditions: time 1 hour. The product is O[C@@H]1CNC[C@H]1OC1=CC=CC=C1 (trans-3-hydroxy-4-phenoxy-pyrrolidine). RXN SMILES: [OH:1][C@H:2]1[C@H:6]([O:7][C:8]2[CH:13]=[CH:12][CH:11]=[CH:10][CH:9]=2)[CH2:5][N:4](C(OCC(Cl)(Cl)Cl)=O)[CH2:3]1>C(O)(=O)C.[Zn]>[OH:1][C@H:2]1[C@H:6]([O:7][C:8]2[CH:13]=[CH:12][CH:11]=[CH:10][CH:9]=2)[CH2:5][NH:4][CH2:3]1. Reported procedure: 1.77 g (0.005 mol) of the resulting trans-3-hydroxy-4-phenoxy-1-(β,β,β-trichloroethoxycarbonyl)-pyrrolidine are dissolved in 20 ml of 90% strength acetic acid and the solution is treated at 0° with 2 g of zinc dust in portions. The reaction mixture is then stirred at room temperature for one hour and filtered through a layer of diatomaceous earth and the filtrate is rendered alkaline with concentrated sodium hydroxide solution and extracted 3 times with ether. The organic phase is washed with wa... The reactants are COC(CC1=CC(=CC=C1)OC[C@@H](CNCC(C1=CC=CC=C1)C1=CC=CC=C1)C)=O ({3-[(R)-3-(2,2-diphenyl-ethylamino)-2-methyl-propoxy]-phenyl}-acetic acid methyl ester), C(C)(=O)O (acetic acid), C(C)(C)C1=CC=C(C=O)C=C1 (4-isopropyl-benzaldehyde), C(#N)[BH3-].[Na+] (sodium cyanoborohydride), [OH-].[Na+] (sodium hydroxide). The solvent is CO (methanol), O (water). Run at time 18 hour. Product: C1(=CC=CC=C1)C(CN(CC1=CC=C(C=C1)C(C)C)[C@@H](C(C)C)OC=1C=C(C=CC1)CC(=O)O)C1=CC=CC=C1 ((3-{(R)-[(2,2-Diphenyl-ethyl)-(4-isopropyl-benzyl)-amino]-2-methyl-propoxy}-phenyl)-acetic acid). Isolated yield 39.0%. As a reaction SMILES: COC(=O)CC1C=CC=C(O[CH2:12][C@H:13]([CH3:30])[CH2:14][NH:15][CH2:16][CH:17]([C:24]2[CH:29]=[CH:28][CH:27]=[CH:26][CH:25]=2)[C:18]2[CH:23]=[CH:22][CH:21]=[CH:20][CH:19]=2)C=1.[CH:32]([C:35]1[CH:42]=[CH:41][C:38]([CH:39]=O)=[CH:37][CH:36]=1)([CH3:34])[CH3:33].C([BH3-])#N.[Na+].[OH-:47].[Na+].[C:49]([OH:52])(=[O:51])[CH3:50]>CO.O>[C:24]1([CH:17]([C:18]2[CH:19]=[CH:20][CH:21]=[CH:22][CH:23]=2)[CH2:16][N:15]([C@H:14]([O:47][C:18]2[CH:19]=[C:20]([CH2:50][C:49]([OH:52])=[O:51])[CH:21]=[CH:22][CH:23]=2)[CH:13]([CH3:12])[CH3:30])[CH2:39][C:38]2[CH:41]=[CH:42][C:35]([CH:32]([CH3:34])[CH3:33])=[CH:36][CH:37]=2)[CH:25]=[CH:26][CH:27]=[CH:28][CH:29]=1 |f:2.3,4.5|. Procedure: To a solution of {3-[(R)-3-(2,2-diphenyl-ethylamino)-2-methyl-propoxy]-phenyl}-acetic acid methyl ester (100 mg, 240 μmol) in methanol (1 mL) was added acetic acid (10% by volume) followed by 4-isopropyl-benzaldehyde (106 mg, 719 μmol) and sodium cyanoborohydride (44.5 mg, 719 μmol). After the resulting mixture was stirred for 18 h at RT, water was added to the reaction mixture. The solution was made basic by the addition of sodium hydroxide and heated for 30 min. The sample concentrated and was...